This data is from the Open Reaction Database (ORD), a public repository of structured organic reaction records. The task is: describe an organic reaction: reactants, conditions, products, and yield Starting materials: CC(=O)O, O=C1OC(=O)C2CC12, NCc1ccc2c(c1)CC(=O)N2. The product is O=C1Cc2cc(CN3C(=O)C4CC4C3=O)ccc2N1. RXN SMILES: [CH3:21][C:22](=[O:23])[OH:24].[CH:13]12[C:14](=[O:20])[O:15][C:16](=[O:19])[CH:17]1[CH2:18]2.[NH2:1][CH2:2][c:3]1[cH:4][c:5]2[c:9]([cH:10][cH:11]1)[NH:8][C:7](=[O:12])[CH2:6]2>>[N:1]1([CH2:2][c:3]2[cH:4][c:5]3[c:9]([cH:10][cH:11]2)[NH:8][C:7](=[O:12])[CH2:6]3)[C:14](=[O:15])[CH:13]2[CH:17]([C:16]1=[O:19])[CH2:18]2. Yields the product IC1=C(C=O)C=CC=C1 (2-Iodobenzaldehyde). Run in CCOCC (ether), ClCCl (dichloromethane). Starting materials: [Cr](=O)(=O)([O-])Cl.[NH+]1=CC=CC=C1 (pyridinium chlorochromate), IC1=C(CO)C=CC=C1 (2-Iodobenzyl alcohol). Run at time 15 minute. Reported procedure: A suspension of pyridinium chlorochromate (8.28 g, 38.4 mmol) and dry celite (5.00 g) in dry dichloromethane was stirred at room temperature for 15 min. 2-Iodobenzyl alcohol (3.03 g, 12.9 mmol) in dry dichloromethane (50 ml) was added. The suspension was shielded from light and stirred at room temperature for 2 h after which it was diluted with ether, and filtered through celite. The cloudy brown filtrate was concentrated to a red-brown gummy solid which was dissolved in dichloromethane and pass... Reaction SMILES: [Cr](Cl)([O-])(=O)=O.[NH+]1C=CC=CC=1.[I:12][C:13]1[CH:20]=[CH:19][CH:18]=[CH:17][C:14]=1[CH2:15][OH:16]>ClCCl.CCOCC>[I:12][C:13]1[CH:20]=[CH:19][CH:18]=[CH:17][C:14]=1[CH:15]=[O:16] |f:0.1|. Isolated yield 95.9%.